This data is from the Open Reaction Database (ORD), a public repository of structured organic reaction records. The task is: describe an organic reaction: reactants, conditions, products, and yield Starting materials: CN1CCN(C)C1=O, Nc1ccccc1-c1ccccc1, O=P(Cl)(Cl)Cl, c1ccccc1. The product is CN1CCN(C)C1=Nc1ccccc1-c1ccccc1. Reaction SMILES: [CH3:1][N:2]1[C:3](=[O:8])[N:4]([CH3:7])[CH2:5][CH2:6]1.[NH2:9][c:10]1[c:11](-[c:16]2[cH:17][cH:18][cH:19][cH:20][cH:21]2)[cH:12][cH:13][cH:14][cH:15]1.[P:22]([Cl:23])([Cl:24])([Cl:25])=[O:26].[cH:27]1[cH:28][cH:29][cH:30][cH:31][cH:32]1>>[CH3:1][N:2]1[C:3](=[N:9][c:10]2[c:11](-[c:16]3[cH:17][cH:18][cH:19][cH:20][cH:21]3)[cH:12][cH:13][cH:14][cH:15]2)[N:4]([CH3:7])[CH2:5][CH2:6]1.